From a dataset of the Open Reaction Database (ORD), a public repository of structured organic reaction records. describe an organic reaction: reactants, conditions, products, and yield The reactants are C1=C(C=CC2=CC=CC=C12)O (2-naphthol), [OH-].[Na+] (sodium hydroxide), C(CCCCCCCCCCCCCCCCC)Br (n-octadecylbromide). Run in C(C)O (ethanol), C(C)O (ethanol). Product: C1=C(C=CC2=CC=CC=C12)OCCCCCCCCCCCCCCCCCC (2-naphthyl-octadecyl-ether). Reaction SMILES: [CH:1]1[C:10]2[C:5](=[CH:6][CH:7]=[CH:8][CH:9]=2)[CH:4]=[CH:3][C:2]=1[OH:11].[OH-].[Na+].[CH2:14](Br)[CH2:15][CH2:16][CH2:17][CH2:18][CH2:19][CH2:20][CH2:21][CH2:22][CH2:23][CH2:24][CH2:25][CH2:26][CH2:27][CH2:28][CH2:29][CH2:30][CH3:31]>C(O)C>[CH:1]1[C:10]2[C:5](=[CH:6][CH:7]=[CH:8][CH:9]=2)[CH:4]=[CH:3][C:2]=1[O:11][CH2:31][CH2:30][CH2:29][CH2:28][CH2:27][CH2:26][CH2:25][CH2:24][CH2:23][CH2:22][CH2:21][CH2:20][CH2:19][CH2:18][CH2:17][CH2:16][CH2:15][CH3:14] |f:1.2|. Reported procedure: 172.8 g (1.2 mol) 2-naphthol (98%) is added to a solution of 48 g (1.2 mol) sodium hydroxide (99%) in 1 l ethanol in a 4 l three-neck flask with stirrer, cooler and thermometer, after it has dissolved 417 g (1.25 mol) n-octadecylbromide are added and the reaction mixture is heated for 14 hours under reflux. After addition of a further 1 l ethanol the hot solution is aspirated over a Seitz filter to remove inorganic material and the weakly pink coloured filtrate is brought to crystallization by p... Starting materials: C1CCNC1, CCOC(C)=O, CS(=O)(=O)Nc1ccc(CNC(=O)C=Cc2ccc(C(F)(F)F)nc2Cl)cc1F, CN(C)C=O. Product: CS(=O)(=O)Nc1ccc(CNC(=O)C=Cc2ccc(C(F)(F)F)nc2N2CCCC2)cc1F. RXN SMILES: [CH2:35]1[CH2:36][CH2:37][NH:38][CH2:39]1.[CH3:40][CH2:41][O:42][C:43]([CH3:44])=[O:45].[Cl:1][c:2]1[n:3][c:4]([C:26]([F:27])([F:28])[F:29])[cH:5][cH:6][c:7]1[CH:8]=[CH:9][C:10](=[O:11])[NH:12][CH2:13][c:14]1[cH:15][c:16]([F:25])[c:17]([NH:20][S:21](=[O:22])(=[O:23])[CH3:24])[cH:18][cH:19]1.[O:30]=[CH:31][N:32]([CH3:33])[CH3:34]>>[c:2]1([N:38]2[CH2:37][CH2:36][CH2:35][CH2:39]2)[n:3][c:4]([C:26]([F:27])([F:28])[F:29])[cH:5][cH:6][c:7]1[CH:8]=[CH:9][C:10](=[O:11])[NH:12][CH2:13][c:14]1[cH:15][c:16]([F:25])[c:17]([NH:20][S:21](=[O:22])(=[O:23])[CH3:24])[cH:18][cH:19]1. Starting materials: NC=1SC=C(N1)CC(=O)OCC (ethyl 2-amino-4-thiazolylacetate), ClC1=CC=C(C2=NON=C21)S(=O)(=O)Cl (4-chloro-7-chlorosulfonyl-2,1,3-benzoxadiazole). Product: ClC1=CC=C(C=2C1=NON2)S(=O)(=O)NC=2SC=C(N2)CC(=O)OCC (Ethyl (2-{[(7-chloro-2,1,3-benzoxadiazol-4-yl)sulfonyl]amino}-1,3-thiazol-4-yl)acetate), solid. Reaction SMILES: [NH2:1][C:2]1[S:3][CH:4]=[C:5]([CH2:7][C:8]([O:10][CH2:11][CH3:12])=[O:9])[N:6]=1.[Cl:13][C:14]1[C:22]2[C:18](=[N:19][O:20][N:21]=2)[C:17]([S:23](Cl)(=[O:25])=[O:24])=[CH:16][CH:15]=1>>[Cl:13][C:14]1[C:22]2=[N:21][O:20][N:19]=[C:18]2[C:17]([S:23]([NH:1][C:2]2[S:3][CH:4]=[C:5]([CH2:7][C:8]([O:10][CH2:11][CH3:12])=[O:9])[N:6]=2)(=[O:24])=[O:25])=[CH:16][CH:15]=1. Reported procedure: The title compound was prepared from ethyl 2-amino-4-thiazolylacetate and 4-chloro-7-chlorosulfonyl-2,1,3-benzoxadiazole as described in the synthetic METHOD B to give a yellow solid (2.5 mg) with purity >90%. MS (pos) m/z 403.4. Starting materials: CCc1cc(-c2ccc(CN3CCOCC3)c(C#N)c2)c(C)nc1OCc1ccccc1, CCO, [H][H]. Product: CCc1cc(-c2ccc(CN3CCOCC3)c(C#N)c2)c(C)[nH]c1=O. Reaction SMILES: [CH2:1]([c:2]1[cH:3][cH:4][cH:5][cH:6][cH:7]1)[O:8][c:9]1[c:10]([CH2:31][CH3:32])[cH:11][c:12](-[c:16]2[cH:17][cH:18][c:19]([CH2:24][N:25]3[CH2:26][CH2:27][O:28][CH2:29][CH2:30]3)[c:20]([C:21]#[N:22])[cH:23]2)[c:13]([CH3:15])[n:14]1.[CH3:35][CH2:36][OH:37].[H:33][H:34]>>[O:8]=[c:9]1[c:10]([CH2:31][CH3:32])[cH:11][c:12](-[c:16]2[cH:17][cH:18][c:19]([CH2:24][N:25]3[CH2:26][CH2:27][O:28][CH2:29][CH2:30]3)[c:20]([C:21]#[N:22])[cH:23]2)[c:13]([CH3:15])[nH:14]1. Solvent: CO (methanol). Yield: 59.2%. Reaction conditions: time 12 hour. The reagents and catalysts are [Pd] (Pd/C). The product is CC1(SC2=C(NC1=O)C=CC=C2)C(=O)N[C@@H](C)C(=O)N[C@H](CCC(=O)O)C(N)=O (N-(3,4-Dihydro-2-methyl-3-oxo-2H-1,4-benzothiazine-2-carbonyl)-L-alanyl-D-iso-glutamine). As a reaction SMILES: C([N:8]([C:23]([C:25]1([CH3:36])[C:30](=[O:31])[NH:29][C:28]2[CH:32]=[CH:33][CH:34]=[CH:35][C:27]=2[S:26]1)=[O:24])[C@H:9]([C:11]([NH:13][C@@H:14]([C:20](=[O:22])[NH2:21])[CH2:15][CH2:16][C:17]([O-:19])=[O:18])=[O:12])[CH3:10])C1C=CC=CC=1>CO.[Pd]>[CH3:36][C:25]1([C:23]([NH:8][C@H:9]([C:11]([NH:13][C@@H:14]([C:20](=[O:22])[NH2:21])[CH2:15][CH2:16][C:17]([OH:19])=[O:18])=[O:12])[CH3:10])=[O:24])[C:30](=[O:31])[NH:29][C:28]2[CH:32]=[CH:33][CH:34]=[CH:35][C:27]=2[S:26]1. Procedure: Benzyl-N-(3,4-dihydro-2-methyl-3-oxo-2H-1,4-benzothiazine-2-carbonyl)-L-alanyl-D-isoglutaminate (485 mg, 1.06 mmoles) was dissolved in methanol (17 ml), Pd/C (10%, 75 mg) was added thereto and it was hydrogenated at normal pressure for 12 hours. After the removal of the catalyst and evaporation of the solvent, there were obtained 265 mg (59.3%) of the title product in the form of a white powder, m.p. 124°-125° C. Reactants: C(C1=CC=CC=C1)N([C@@H](C)C(=O)N[C@H](CCC(=O)[O-])C(N)=O)C(=O)C1(SC2=C(NC1=O)C=CC=C2)C (Benzyl-N-(3,4-dihydro-2-methyl-3-oxo-2H-1,4-benzothiazine-2-carbonyl)-L-alanyl-D-isoglutaminate). The reactants are BrC=1C=C(C=NC1C)N1C(C2=CC=CC=C2C1=O)=O (2-(5-bromo-6-methylpyridin-3-yl)isoindoline-1,3-dione), [Se](=O)=O (selenium dioxide). Run in COCCOC (DME). Conditions: temperature 130 celsius. The product is BrC=1C(=NC=C(C1)N1C(C2=CC=CC=C2C1=O)=O)C=O (3-bromo-5-(1,3-dioxoisoindolin-2-yl)picolinaldehyde). The yield is 383.1%. RXN SMILES: [Br:1][C:2]1[CH:3]=[C:4]([N:9]2[C:17](=[O:18])[C:16]3[C:11](=[CH:12][CH:13]=[CH:14][CH:15]=3)[C:10]2=[O:19])[CH:5]=[N:6][C:7]=1[CH3:8].[Se](=O)=[O:21]>COCCOC>[Br:1][C:2]1[C:7]([CH:8]=[O:21])=[N:6][CH:5]=[C:4]([N:9]2[C:10](=[O:19])[C:11]3[C:16](=[CH:15][CH:14]=[CH:13][CH:12]=3)[C:17]2=[O:18])[CH:3]=1. Reported procedure: To 2-(5-bromo-6-methylpyridin-3-yl)isoindoline-1,3-dione (30A, 1.5 g, 4.73 mmol) and selenium dioxide (682 mg, 6.15 mmol) was added 14 mL of DME. The reaction mixture was heated in a 130° C. heating bath for 20 hours. The reaction was repeated on identical scale 4×. The combined reaction mixtures were cooled and the solids filtered off. The filtrate was concentrated to afford 6 g of the title compound. 1H NMR (400 MHz, DMSO) δ 10.04 (s, 1H), 8.95 (d, J=1.9 Hz, 1H), 8.41 (d, J=1.7 Hz, 1H), 8.07-7...